describe an organic reaction: reactants, conditions, products, and yield From a dataset of the Open Reaction Database (ORD), a public repository of structured organic reaction records. The reactants are COc1ccc(-c2cc(Sc3ccc([N+](=O)[O-])cc3[N+](=O)[O-])sc2-c2ccc(OC)cc2)cc1, CO, FC(F)=C(F)F, [K+], C1CCOC1, [OH-], O. Product: COc1ccc(-c2cc(SC(F)(F)C(F)F)sc2-c2ccc(OC)cc2)cc1. RXN SMILES: [CH3:1][O:2][c:3]1[cH:4][cH:5][c:6](-[c:9]2[s:10][c:11]([S:22][c:23]3[cH:24][cH:25][c:26]([N+:27]([O-:28])=[O:29])[cH:30][c:31]3[N+:32]([O-:33])=[O:34])[cH:12][c:13]2-[c:14]2[cH:15][cH:16][c:17]([O:20][CH3:21])[cH:18][cH:19]2)[cH:7][cH:8]1.[CH3:49][OH:50].[F:42][C:43](=[C:44]([F:45])[F:46])[F:47].[K+:41].[O:35]1[CH2:36][CH2:37][CH2:38][CH2:39]1.[OH-:40].[OH2:48]>>[CH3:1][O:2][c:3]1[cH:4][cH:5][c:6](-[c:9]2[s:10][c:11]([S:22][C:44]([CH:43]([F:42])[F:47])([F:45])[F:46])[cH:12][c:13]2-[c:14]2[cH:15][cH:16][c:17]([O:20][CH3:21])[cH:18][cH:19]2)[cH:7][cH:8]1. The reactants are ClC1=C2C=CNC2=CC=C1 (4-chloro indole), FC1=CC(=C(C=O)C=C1)C(F)(F)F (4-fluoro-2-(trifluromethyl) benzaldehyde). Product: ClC1=C2C(=CNC2=CC=C1)C(C1=C(C=C(C=C1)F)C(F)(F)F)C1=CNC2=CC=CC(=C12)Cl (Bis(4-chloroindol-3-yl)-(4-fluoro-2-trifluoromethylphenyl)methane). RXN SMILES: [Cl:1][C:2]1[CH:10]=[CH:9][CH:8]=[C:7]2[C:3]=1[CH:4]=[CH:5][NH:6]2.[F:11][C:12]1[CH:19]=[CH:18][C:15]([CH:16]=O)=[C:14]([C:20]([F:23])([F:22])[F:21])[CH:13]=1>>[Cl:1][C:2]1[CH:10]=[CH:9][CH:8]=[C:7]2[C:3]=1[C:4]([CH:16]([C:4]1[C:3]3[C:7](=[CH:8][CH:9]=[CH:10][C:2]=3[Cl:1])[NH:6][CH:5]=1)[C:15]1[CH:18]=[CH:19][C:12]([F:11])=[CH:13][C:14]=1[C:20]([F:23])([F:22])[F:21])=[CH:5][NH:6]2. Reported procedure: The compound Bis(4-chloroindol-3-yl)-(4-fluoro-2-trifluoromethylphenyl)methane was prepared following procedure A, starting from 4-chloro indole and 4-fluoro-2-(trifluromethyl) benzaldehyde. LC: Tr 2.52 min, MS: 477 (M+H)+ Starting materials: BrCCCCCCCCCBr (1,9-dibromononane), C1(=CC=CC=C1)P(C1=CC=CC=C1)C1=CC=CC=C1 (triphenylphosphine), C(C)(=O)OCC (ethyl acetate). Run in CN1C(CCC1)=O (N-methylpyrrolidone). Conditions: temperature 80 celsius, time 5 hour. Yields the product [Br-].[Br-].C1(=CC=CC=C1)[P+](CCCCCCCCC[P+](C1=CC=CC=C1)(C1=CC=CC=C1)C1=CC=CC=C1)(C1=CC=CC=C1)C1=CC=CC=C1 (nonamethylenebis(triphenylphosphonium)dibromide). Yield: 90.0%. RXN SMILES: [Br:1][CH2:2][CH2:3][CH2:4][CH2:5][CH2:6][CH2:7][CH2:8][CH2:9][CH2:10]Br.[C:12]1([P:18]([C:25]2[CH:30]=[CH:29][CH:28]=[CH:27][CH:26]=2)[C:19]2[CH:24]=[CH:23][CH:22]=[CH:21][CH:20]=2)[CH:17]=[CH:16][CH:15]=[CH:14][CH:13]=1.C(O[CH2:35][CH3:36])(=O)C>CN1CCCC1=O>[Br-:1].[Br-:1].[C:25]1([P+:18]([C:12]2[CH:13]=[CH:14][CH:15]=[CH:16][CH:17]=2)([C:19]2[CH:24]=[CH:23][CH:22]=[CH:21][CH:20]=2)[CH2:2][CH2:3][CH2:4][CH2:5][CH2:6][CH2:7][CH2:8][CH2:9][CH2:10][P+:18]([C:36]2[CH:35]=[CH:30][CH:25]=[CH:26][CH:27]=2)([C:19]2[CH:20]=[CH:21][CH:22]=[CH:23][CH:24]=2)[C:12]2[CH:17]=[CH:16][CH:15]=[CH:14][CH:13]=2)[CH:26]=[CH:27][CH:28]=[CH:29][CH:30]=1 |f:4.5.6|. Reported procedure: 28.61 Grams of 1,9-dibromononane and 52.46 g of triphenylphosphine were weighed out and placed in a 500-mL three-necked flask. These compounds were dissolved in 100 mL of N-methylpyrrolidone. This solution was stirred at 80° C. for 5 hours and the resultant reaction mixture was cooled to room temperature. Thereafter, the reaction mixture was poured into 500 mL of ethyl acetate kept being sufficiently stirred. The solid precipitated was collected by suction filtration and washed with 50 mL of eth... Reactants: NC(C)CC1=CC=CC=C1 (amphetamine), BrCCCCN1C(C=2C(C1=O)=CC=CC2)=O (N-bromobutylphthalimide), C(O)([O-])=O.[Na+] (sodium hydrogen-carbonate). The solvent is C1=CC=CC=C1 (benzene). The product is C1(C=2C(C(N1CCCCNC(C)CC1=CC=CC=C1)=O)=CC=CC2)=O (N-(4-phthalimidylbutyl)amphetamine). Isolated yield 32.0%. Reaction SMILES: [NH2:1][CH:2]([CH2:4][C:5]1[CH:10]=[CH:9][CH:8]=[CH:7][CH:6]=1)[CH3:3].Br[CH2:12][CH2:13][CH2:14][CH2:15][N:16]1[C:20](=[O:21])[C:19]2=[CH:22][CH:23]=[CH:24][CH:25]=[C:18]2[C:17]1=[O:26].C(=O)([O-])O.[Na+]>C1C=CC=CC=1>[C:17]1(=[O:26])[N:16]([CH2:15][CH2:14][CH2:13][CH2:12][NH:1][CH:2]([CH2:4][C:5]2[CH:10]=[CH:9][CH:8]=[CH:7][CH:6]=2)[CH3:3])[C:20](=[O:21])[C:19]2=[CH:22][CH:23]=[CH:24][CH:25]=[C:18]12 |f:2.3|. Reported procedure: A mixture of 2.00 g of amphetamine (AP), 4.17 g of N-bromobutylphthalimide (manufactured by Aldrich Chemical Company Inc.) and 3.14 g of sodium hydrogen-carbonate was refluxed in 10 ml of benzene for 16 hours. After the solvent was removed from the reaction solution, the residue was purified by preparative thin layer chromatography (TLC, manufactured by Merck and Co. Inc.) using silica gel as carrier. As an elution solvent, a mixture of methanol and chloroform in a volume ratio of 5:95 which had... Starting materials: C1CCOC1, CS(C)=O, C[S+](C)(C)=O, CC(C)(C)C(=O)C(F)Oc1ccc(Cl)cc1, [H-], [I-], [Na+]. The product is CC(C)(C)C1(C(F)Oc2ccc(Cl)cc2)CO1. RXN SMILES: [CH2:29]1[O:30][CH2:31][CH2:32][CH2:33]1.[CH3:25][S:26]([CH3:27])=[O:28].[CH3:2][S+:3]([CH3:4])([CH3:5])=[O:6].[Cl:9][c:10]1[cH:11][cH:12][c:13]([O:14][CH:15]([C:16]([C:17]([CH3:18])([CH3:19])[CH3:20])=[O:21])[F:22])[cH:23][cH:24]1.[H-:7].[I-:1].[Na+:8]>>[CH2:2]1[C:16]([CH:15]([O:14][c:13]2[cH:12][cH:11][c:10]([Cl:9])[cH:24][cH:23]2)[F:22])([C:17]([CH3:18])([CH3:19])[CH3:20])[O:21]1. The reactants are anhydride, C(C1=CC=CC=C1)N (benzylamine), C[C@H]1C[C@H](C[C@@H]([C@H](/C(=C\C=C\C[C@H](OC(=O)C[C@@H]([C@H](C1)C)O)[C@@H]2CCC[C@H]2C(=O)O)/C#N)O)C)C (borrelidin), C[C@H]1C[C@H](C[C@@H]([C@H](/C(=C\C=C\C[C@H](OC(=O)C[C@@H]([C@H](C1)C)O)[C@@H]2CCC[C@H]2C(=O)O)/C#N)O)C)C (borrelidin), Example 3. Yields the product C[C@H]1C[C@H](C[C@@H]([C@H](/C(=C\C=C\C[C@H](OC(=O)C[C@@H]([C@H](C1)C)O)[C@@H]2CCC[C@H]2C(=O)O)/C#N)O)C)C.C(C1=CC=CC=C1)[NH-] (Borrelidin benzylamide). RXN SMILES: [CH3:1][C@@H:2]1[CH2:20][C@H:19]([CH3:21])[C@@H:18]([OH:22])[CH2:17][C:15](=[O:16])[O:14][C@H:13]([C@H:23]2[C@H:27]([C:28]([OH:30])=[O:29])[CH2:26][CH2:25][CH2:24]2)[CH2:12][CH:11]=[CH:10][CH:9]=[C:8]([C:31]#[N:32])[C@H:7]([OH:33])[C@@H:6]([CH3:34])[CH2:5][C@H:4]([CH3:35])[CH2:3]1.[CH2:36]([NH2:43])[C:37]1[CH:42]=[CH:41][CH:40]=[CH:39][CH:38]=1>C(Cl)(Cl)Cl.CO>[CH3:1][C@@H:2]1[CH2:20][C@H:19]([CH3:21])[C@@H:18]([OH:22])[CH2:17][C:15](=[O:16])[O:14][C@H:13]([C@H:23]2[C@H:27]([C:28]([OH:30])=[O:29])[CH2:26][CH2:25][CH2:24]2)[CH2:12][CH:11]=[CH:10][CH:9]=[C:8]([C:31]#[N:32])[C@H:7]([OH:33])[C@@H:6]([CH3:34])[CH2:5][C@H:4]([CH3:35])[CH2:3]1.[CH2:36]([NH-:43])[C:37]1[CH:42]=[CH:41][CH:40]=[CH:39][CH:38]=1 |f:2.3,4.5|. Conditions: time 3 hour. Reported procedure: To a mixed anhydride solution prepared from 200 mg (0.41 mmol) of borrelidin according to Example 3 220 μl (2 mmol, 2.14 mg) of benzylamine were added. After stirring for 3 hours, the starting borrelidin (Rf=0.52) disappeared and the product (Rf=0.69) appeared, which was proved by thin-layer chromatography (silica gel plate, eluent system: chloroform/methanol 3:7). The reaction mixture was evaporated to dryness. The dry residue was dissolved in 100 ml of chloroform, washed with 3×30 ml of water,... Run in C(Cl)(Cl)Cl.CO (chloroform methanol). The reactants are C1(=CC=CC=C1)C1(CNCCC1)C1=CC=CC=C1 (3,3-diphenylpiperidine), O=C1N(CCC1(C1=CC=CC=C1)C1=CC=CC=C1)CC(=O)O (2-(2-oxo-3,3-diphenylpyrrolidin-1-yl)acetic acid), Cl.C(C)N=C=NCCCN(C)C (N1-((ethylimino)methylene)-N3,N3-dimethylpropane-1,3-diamine hydrochloride). Reagents/catalysts: CN(C1=CC=NC=C1)C (N,N-dimethylpyridin-4-amine). Solvent: ClCCl (dichloromethane). Run at time 8 hour. Yields the product C1(=CC=CC=C1)C1(CN(CCC1)C(CN1C(C(CC1)(C1=CC=CC=C1)C1=CC=CC=C1)=O)=O)C1=CC=CC=C1 (1-[2-(3,3-diphenylpiperidin-1-yl)-2-oxoethyl]-3,3-diphenylpyrrolidin-2-one). Reaction SMILES: [C:1]1([C:7]2([C:13]3[CH:18]=[CH:17][CH:16]=[CH:15][CH:14]=3)[CH2:12][CH2:11][CH2:10][NH:9][CH2:8]2)[CH:6]=[CH:5][CH:4]=[CH:3][CH:2]=1.[O:19]=[C:20]1[C:24]([C:31]2[CH:36]=[CH:35][CH:34]=[CH:33][CH:32]=2)([C:25]2[CH:30]=[CH:29][CH:28]=[CH:27][CH:26]=2)[CH2:23][CH2:22][N:21]1[CH2:37][C:38](O)=[O:39].Cl.C(N=C=NCCCN(C)C)C>ClCCl.CN(C)C1C=CN=CC=1>[C:1]1([C:7]2([C:13]3[CH:18]=[CH:17][CH:16]=[CH:15][CH:14]=3)[CH2:12][CH2:11][CH2:10][N:9]([C:38](=[O:39])[CH2:37][N:21]3[CH2:22][CH2:23][C:24]([C:25]4[CH:30]=[CH:29][CH:28]=[CH:27][CH:26]=4)([C:31]4[CH:36]=[CH:35][CH:34]=[CH:33][CH:32]=4)[C:20]3=[O:19])[CH2:8]2)[CH:2]=[CH:3][CH:4]=[CH:5][CH:6]=1 |f:2.3|. Procedure: To a solution of the product from Example 24A (0.48 g, 2.00 mmol) in dichloromethane was added 2-(2-oxo-3,3-diphenylpyrrolidin-1-yl)acetic acid (Example 1C, 0.59 g, 2.00 mmol) under nitrogen. To the reaction was added N1-((ethylimino)methylene)-N3,N3-dimethylpropane-1,3-diamine hydrochloride (0.77 g, 4.00 mmol) and N,N-dimethylpyridin-4-amine (0.024 g, 0.20 mmol), and the reaction mixture was stirred overnight at room temperature. The reaction was concentrated, and the residue was partitioned in... Starting materials: BrC=1C=C2C(=NNC(C2=CC1)=O)C1=CC=C(C=C1)OC (6-bromo-4-(4-methoxyphenyl)phthalazin-1(2H)-one), BrC1=CC=C2C(=NNC(C2=C1)=O)C1=CC=C(C=C1)OC (7-bromo-4-(4-methoxyphenyl)phthalazin-1(2H)-one), C1(=CC=CC=C1)P(=O)(C1=CC=CC=C1)ON (O-(diphenylphosphoryl)hydroxylamine), BrC1=CC(=C(C(=O)O)C=C1)C(C1=CC=C(C=C1)OC)=O (4-bromo-2-(4-methoxybenzoyl)benzoic acid), BrC=1C=CC(=C(C(=O)O)C1)C(C1=CC=C(C=C1)OC)=O (5-bromo-2-(4-methoxybenzoyl)benzoic acid), [Al+3].[Cl-].[Cl-].[Cl-] (AlCl3), BrC=1C=C2C(OC(C2=CC1)=O)=O (5-bromoisobenzofuran-1,3-dione), C1(=CC=CC=C1)OC (Anisole), O.NN (hydrazine hydrate). The solvent is C1CCOC1 (THF), ClCCCl (1,2-dichloroethane), CCO (EtOH). Reaction conditions: time 8 hour. Product: NN1C(C2=CC(=CC=C2C(=N1)C1=CC=C(C=C1)OC)Br)=O (2-amino-7-bromo-4-(4-methoxyphenyl)phthalazin-1(2H)-one). RXN SMILES: [Al+3].[Cl-].[Cl-].[Cl-].BrC1C=C2C(=CC=1)C(=O)OC2=O.[C:17]1([O:23][CH3:24])[CH:22]=[CH:21][CH:20]=[CH:19][CH:18]=1.BrC1C=CC(C(O)=O)=C(C(=O)C2C=CC(OC)=CC=2)C=1.BrC1C=CC(C(=O)C2C=CC(OC)=CC=2)=C(C=1)C(O)=O.O.NN.BrC1C=C2C(=CC=1)C(=O)N[N:73]=C2C1C=CC(OC)=CC=1.[Br:88][C:89]1[CH:98]=[C:97]2[C:92]([C:93](C3C=CC(OC)=CC=3)=[N:94][NH:95][C:96]2=[O:99])=[CH:91][CH:90]=1.C1(P(ON)(C2C=CC=CC=2)=O)C=CC=CC=1>ClCCCl.CCO.C1COCC1>[NH2:73][N:95]1[N:94]=[C:93]([C:20]2[CH:21]=[CH:22][C:17]([O:23][CH3:24])=[CH:18][CH:19]=2)[C:92]2[C:97](=[CH:98][C:89]([Br:88])=[CH:90][CH:91]=2)[C:96]1=[O:99] |f:0.1.2.3,8.9|. Procedure details: A suspension of AlCl3 and 5-bromoisobenzofuran-1,3-dione in 1,2-dichloroethane was briefly heated to form a solution, and cooled to room temperature. Anisole was added dropwise and stirred overnight. The mixture was quenched with 1N HCl, extracted with dichloromethane, dried (Na2SO4), filtered, and triturated (Hexanes/Et2O) to give a ˜1:1 mixture of 4-bromo-2-(4-methoxybenzoyl)benzoic acid:5-bromo-2-(4-methoxybenzoyl)benzoic acid as a white solid. A solution of this material and hydrazine hydrat... The reactants are C[Si](C)(C)[N-][Si](C)(C)C.[Li+] (lithium bis(trimethylsilyl)amide), C(=O)(OC(C)(C)C)N[C@@H](CC1=CC=C(C=C1)OCC1=CC=CC=C1)[C@@H]1CCC(O1)=O (5(S)-[1(S)-(Boc-amino)-2-(p-benzyloxyphenyl)ethyl]-dihydrofuran-2-(3H)-one), CN1C(N(CCC1)C)=O (1,3-dimethyl-3,4,5,6-tetrahydro-2(1H)-pyrimidinone), C(C1=CC=CC=C1)Br (benzyl bromide). Solvent: C1CCOC1 (THF), C1CCOC1 (THF), C1CCOC1 (THF). Product: C(=O)(OC(C)(C)C)N[C@@H](CC1=CC=C(C=C1)OCC1=CC=CC=C1)[C@@H]1C[C@H](C(O1)=O)CC1=CC=CC=C1 (5(S)-[1(S)-(Boc-amino)-2-(p-benzyloxyphenyl)-ethyl]-3(R)-(phenylmethyl)-dihydrofuran-2-(3H)-one). Reaction SMILES: [C:1]([NH:8][C@H:9]([C@H:25]1[O:29][C:28](=[O:30])[CH2:27][CH2:26]1)[CH2:10][C:11]1[CH:16]=[CH:15][C:14]([O:17][CH2:18][C:19]2[CH:24]=[CH:23][CH:22]=[CH:21][CH:20]=2)=[CH:13][CH:12]=1)([O:3][C:4]([CH3:7])([CH3:6])[CH3:5])=[O:2].CN1CCCN(C)C1=O.C[Si]([N-][Si](C)(C)C)(C)C.[Li+].[CH2:50](Br)[C:51]1[CH:56]=[CH:55][CH:54]=[CH:53][CH:52]=1>C1COCC1>[C:1]([NH:8][C@H:9]([C@H:25]1[O:29][C:28](=[O:30])[C@H:27]([CH2:50][C:51]2[CH:56]=[CH:55][CH:54]=[CH:53][CH:52]=2)[CH2:26]1)[CH2:10][C:11]1[CH:16]=[CH:15][C:14]([O:17][CH2:18][C:19]2[CH:20]=[CH:21][CH:22]=[CH:23][CH:24]=2)=[CH:13][CH:12]=1)([O:3][C:4]([CH3:6])([CH3:7])[CH3:5])=[O:2] |f:2.3|. Procedure: Analogously to Example 21 D) 1)c), 2.47 g (6.0 mmol) of 5(S)-[1(S)-(Boc-amino)-2-(p-benzyloxyphenyl)ethyl]-dihydrofuran-2-(3H)-one dissolved in 12 ml of THF and 1.2 ml of 1,3-dimethyl-3,4,5,6-tetrahydro-2(1H)-pyrimidinone are deprotonated at -70° C. with 11.73 ml of lithium bis(trimethylsilyl)amide 1M in THF and alkylated (75 min) with 0.713 ml (6.0 mmol) of benzyl bromide in 3 ml of THF. Column chromatography (SiO2, hexane/ethyl acetate 4:1→2:1) and crystallisation from ether/hexane yields the ...